Dataset: the Open Reaction Database (ORD), a public repository of structured organic reaction records. Task: describe an organic reaction: reactants, conditions, products, and yield Starting materials: O=C1CCC(=O)N1Br, O=C(O)c1ccccc1, O=C(O)c1ccccc1, Cc1cc(O)cc(O)c1, CC(C)(C#N)N=NC(C)(C)C#N. Yields the product O=C(O)c1ccccc1, O=C(O)c1ccccc1, Oc1cc(O)cc(CBr)c1. RXN SMILES: [Br:40][N:41]1[C:42](=[O:43])[CH2:44][CH2:45][C:46]1=[O:47].[C:10]([c:11]1[cH:12][cH:13][cH:14][cH:15][cH:16]1)(=[O:17])[OH:18].[C:1]([c:2]1[cH:3][cH:4][cH:5][cH:6][cH:7]1)(=[O:8])[OH:9].[CH3:19][c:20]1[cH:21][c:22]([OH:27])[cH:23][c:24]([OH:26])[cH:25]1.[N:28]([C:29]([CH3:30])([CH3:31])[C:32]#[N:33])=[N:34][C:35]([CH3:36])([CH3:37])[C:38]#[N:39]>>[C:10]([c:11]1[cH:12][cH:13][cH:14][cH:15][cH:16]1)(=[O:17])[OH:18].[C:1]([c:2]1[cH:3][cH:4][cH:5][cH:6][cH:7]1)(=[O:8])[OH:9].[CH2:19]([c:20]1[cH:21][c:22]([OH:27])[cH:23][c:24]([OH:26])[cH:25]1)[Br:40].